This data is from the Open Reaction Database (ORD), a public repository of structured organic reaction records. The task is: describe an organic reaction: reactants, conditions, products, and yield Starting materials: CNC(=O)c1cc(Oc2ccc3nc(S(C)=O)sc3c2)ccn1, CN1CCCC1=O, NC1CCCCC1N. Yields the product CNC(=O)c1cc(Oc2ccc3nc(NC4CCCCC4N)sc3c2)ccn1. RXN SMILES: [CH3:1][NH:2][C:3]([c:4]1[cH:5][c:6]([O:10][c:11]2[cH:12][c:13]3[c:14]([n:15][c:16]([S:18]([CH3:19])=[O:20])[s:17]3)[cH:21][cH:22]2)[cH:7][cH:8][n:9]1)=[O:23].[CH3:32][N:33]1[CH2:34][CH2:35][CH2:36][C:37]1=[O:38].[CH:24]1([NH2:31])[CH:25]([NH2:30])[CH2:26][CH2:27][CH2:28][CH2:29]1>>[CH3:1][NH:2][C:3]([c:4]1[cH:5][c:6]([O:10][c:11]2[cH:12][c:13]3[c:14]([n:15][c:16]([NH:31][CH:24]4[CH:25]([NH2:30])[CH2:26][CH2:27][CH2:28][CH2:29]4)[s:17]3)[cH:21][cH:22]2)[cH:7][cH:8][n:9]1)=[O:23]. The reactants are F[B-](F)(F)F, CC(C)(C)OC(=O)NC(C(=O)O)C(F)(F)F, ClCCl, Cl, OC1CN(O)C1, CN(C)C(On1nnc2ccccc21)=[N+](C)C. Product: CC(C)(C)OC(=O)NC(C(=O)N1CC(O)C1)C(F)(F)F. As a reaction SMILES: [B-:1]([F:2])([F:3])([F:4])[F:5].[C:23]([CH3:24])([CH3:25])([CH3:26])[O:27][C:28](=[O:29])[NH:30][CH:31]([C:32](=[O:33])[OH:34])[C:35]([F:36])([F:37])[F:38].[Cl:46][CH2:47][Cl:48].[ClH:39].[OH:40][CH:41]1[CH2:42][N:43]([OH:45])[CH2:44]1.[n:6]1([O:7][C:8]([N:9]([CH3:10])[CH3:11])=[N+:12]([CH3:13])[CH3:14])[c:15]2[cH:16][cH:17][cH:18][cH:19][c:20]2[n:21][n:22]1>>[C:23]([CH3:24])([CH3:25])([CH3:26])[O:27][C:28](=[O:29])[NH:30][CH:31]([C:32](=[O:34])[N:43]1[CH2:42][CH:41]([OH:40])[CH2:44]1)[C:35]([F:36])([F:37])[F:38]. The reactants are ClC1=C(C(=O)N=C=O)C=C(C(=C1)F)F (2-chloro-4,5-difluorobenzoyl isocyanate), ClC1=C(C=CC(=C1)C1=NN=NN1)N (2-chloro-4-(1H-tetrazol-5-yl)phenylamine). The solvent is C(C)#N (acetonitrile). Conditions: temperature 40 celsius, time 60 minute. Yields the product ClC1=C(C(=O)NC(=O)NC2=C(C=C(C=C2)C2=NN=NN2)Cl)C=C(C(=C1)F)F (1-(2-chloro-4,5-difluorobenzoyl)-3-[2-chloro-4-(1H-tetrazol-5-yl)phenyl)urea). Reaction SMILES: [Cl:1][C:2]1[CH:12]=[C:11]([F:13])[C:10]([F:14])=[CH:9][C:3]=1[C:4]([N:6]=[C:7]=[O:8])=[O:5].[Cl:15][C:16]1[CH:21]=[C:20]([C:22]2[NH:26][N:25]=[N:24][N:23]=2)[CH:19]=[CH:18][C:17]=1[NH2:27]>C(#N)C>[Cl:1][C:2]1[CH:12]=[C:11]([F:13])[C:10]([F:14])=[CH:9][C:3]=1[C:4]([NH:6][C:7]([NH:27][C:17]1[CH:18]=[CH:19][C:20]([C:22]2[NH:26][N:25]=[N:24][N:23]=2)=[CH:21][C:16]=1[Cl:15])=[O:8])=[O:5]. Procedure details: The solution of equivalent amounts of 2-chloro-4,5-difluorobenzoyl isocyanate was added dropwise to the solution of 100 mg of 2-chloro-4-(1H-tetrazol-5-yl)phenylamine in 3 ml of acetonitrile and the mixture was stirred at 40° C. for 60 minutes. The solid formed was filtered off with suction and dried under reduced pressure. Starting materials: C=C(C(=O)OC)C1C(C(C)O)C(=O)N1Cc1ccccc1, CO, Cl, [K+], [OH-]. Product: C=C(C(=O)O)C1C(C(C)O)C(=O)N1Cc1ccccc1. RXN SMILES: [CH2:1]([c:2]1[cH:3][cH:4][cH:5][cH:6][cH:7]1)[N:8]1[C:9](=[O:21])[CH:10]([CH:18]([CH3:19])[OH:20])[CH:11]1[C:12](=[CH2:13])[C:14](=[O:15])[O:16][CH3:17].[CH3:25][OH:26].[ClH:24].[K+:23].[OH-:22]>>[CH2:1]([c:2]1[cH:3][cH:4][cH:5][cH:6][cH:7]1)[N:8]1[C:9](=[O:21])[CH:10]([CH:18]([CH3:19])[OH:20])[CH:11]1[C:12](=[CH2:13])[C:14](=[O:15])[OH:16].